Dataset: the Open Reaction Database (ORD), a public repository of structured organic reaction records. Task: describe an organic reaction: reactants, conditions, products, and yield Starting materials: C(=O)([O-])[O-].[Na+].[Na+] (Na2CO3), ClCCl (dichloromethane), O1CCOCC1 (1,4-dioxane), BrC1=CC(=C(C=C1)NC=1SC2=C(N1)C=CC(=C2)F)F (N-(4-bromo-2-fluorophenyl)-6-fluoro-1,3-benzothiazol-2-amine), 4-(methoxycarbonylphenyl)boronic acid, C1(=CC=CC=C1)C (toluene). The solvent is O (water). Yields the product FC=1C=C(C=CC1NC=1SC2=C(N1)C=CC(=C2)F)C2=CC=C(C=C2)C(=O)OC (methyl 3′-fluoro-4′-[(6-fluoro-1,3-benzothiazol-2-yl)amino]biphenyl-4-carboxylate). As a reaction SMILES: Br[C:2]1[CH:7]=[CH:6][C:5]([NH:8][C:9]2[S:10][C:11]3[CH:17]=[C:16]([F:18])[CH:15]=[CH:14][C:12]=3[N:13]=2)=[C:4]([F:19])[CH:3]=1.[C:20]([O-:23])([O-])=[O:21].[Na+].[Na+].ClCCl.O1CCOC[CH2:30]1.[C:35]1(C)[CH:40]=[CH:39][CH:38]=[CH:37][CH:36]=1>O>[F:19][C:4]1[CH:3]=[C:2]([C:35]2[CH:40]=[CH:39][C:38]([C:20]([O:23][CH3:30])=[O:21])=[CH:37][CH:36]=2)[CH:7]=[CH:6][C:5]=1[NH:8][C:9]1[S:10][C:11]2[CH:17]=[C:16]([F:18])[CH:15]=[CH:14][C:12]=2[N:13]=1 |f:1.2.3|. Reported procedure: As shown in Reaction Scheme 5, to a mixture of N-(4-bromo-2-fluorophenyl)-6-fluoro-1,3-benzothiazol-2-amine (1.00 g, 2.93 mmol) and 4-(methoxycarbonylphenyl)boronic acid (0.79 g, 4.40 mmol) in toluene (10 mL) was added Na2CO3 (1.40 g, 13.2 mmol), 1,1′-bis(diphenylphosphino) ferrocenepalladium(II) chloride complex with dichloromethane (0.05 g, 0.06 mmol), 1,4-dioxane (5 mL), and water (5 mL). This mixture was heated at reflux overnight. Upon cooling to rt, the reaction mixture was filtered, and t... The reactants are C(C)S (ethyl mercaptan), C1(=CC=CC=C1)O (phenol), Cl (HCl), C(C)SSCC (ethyl disulfide), C1(=CC=CC=C1)O (phenol). Reagents/catalysts: [Cl-].[Cl-].[Cl-].[Cl-].[Zr+4] (Zirconium tetrachloride). Conditions: temperature 156 celsius. Product: C(C)SC1=C(C=CC=C1)O (ortho-(ethylthio)phenol). Isolated yield 41.3%. RXN SMILES: [C:1]1([OH:7])[CH:6]=[CH:5][CH:4]=[CH:3][CH:2]=1.Cl.[CH2:9]([S:11]SCC)[CH3:10].C(S)C>[Cl-].[Cl-].[Cl-].[Cl-].[Zr+4]>[CH2:9]([S:11][C:2]1[CH:3]=[CH:4][CH:5]=[CH:6][C:1]=1[OH:7])[CH3:10] |f:4.5.6.7.8|. Procedure details: Zirconium tetrachloride (23.4 g, 0.1 mole) was added to phenol (141.2 g, 1.5 moles). The mixture was slowly heated to 156° C. under nitrogen and maintained at this temperature overnight while allowing HCl to escape. The mixture was cooled to ca. 100° C. and ethyl disulfide (122.3 g, 1 mole) was added. The mixture was heated under nitrogen while ethyl mercaptan was removed continuously by distillation. Heating was continued for a total of 7 hours during which temperature slowly increased to 198° ... As a reaction SMILES: [CH3:27][OH:28].[N:3](=[N+:4]=[N-:5])[CH2:6][CH2:7][CH2:8][CH2:9][CH2:10][CH2:11][CH2:12][CH2:13][CH2:14][CH2:15][C:16](=[O:17])[O:18][CH3:19].[Na+:26].[Na+:2].[OH-:1].[OH2:20].[S:21]([O-:22])([OH:23])(=[O:24])=[O:25]>>[N:3](=[N+:4]=[N-:5])[CH2:6][CH2:7][CH2:8][CH2:9][CH2:10][CH2:11][CH2:12][CH2:13][CH2:14][CH2:15][C:16](=[O:17])[OH:18]. Product: [N-]=[N+]=NCCCCCCCCCCC(=O)O. The reactants are CO, COC(=O)CCCCCCCCCCN=[N+]=[N-], [Na+], [Na+], [OH-], O, O=S(=O)([O-])O.